describe an organic reaction: reactants, conditions, products, and yield From a dataset of the Open Reaction Database (ORD), a public repository of structured organic reaction records. The reactants are CCCCCCCCC=CCCCCCCCCOCC(O)COC(=O)CCCCCCCCCCCCCCC, CCCCCCCCCCCCCCCC(O)=S, CN(C)c1ccccn1, C(=NC1CCCCC1)=NC1CCCCC1, ClCCl. Product: CCCCCCCCC=CCCCCCCCCOC(C(=S)CCCCCCCCCCCCCCC)C(O)COC(=O)CCCCCCCCCCCCCCC. RXN SMILES: [CH2:1]([CH2:2][CH2:3][CH2:4][CH2:5][CH2:6][CH2:7][CH2:8][CH:9]=[CH:10][CH2:11][CH2:12][CH2:13][CH2:14][CH2:15][CH2:16][CH2:17][CH3:18])[O:19][CH2:20][CH:21]([CH2:22][O:23][C:24]([CH2:25][CH2:26][CH2:27][CH2:28][CH2:29][CH2:30][CH2:31][CH2:32][CH2:33][CH2:34][CH2:35][CH2:36][CH2:37][CH2:38][CH3:39])=[O:40])[OH:41].[CH2:66]([CH2:67][CH2:68][CH2:69][CH2:70][CH2:71][CH2:72][CH2:73][CH2:74][CH2:75][CH2:76][CH2:77][CH2:78][CH3:79])[CH2:80][C:81](=[S:82])[OH:83].[CH3:57][N:58]([c:59]1[cH:60][cH:61][cH:62][cH:63][n:64]1)[CH3:65].[CH:42]1([N:43]=[C:44]=[N:45][CH:46]2[CH2:47][CH2:48][CH2:49][CH2:50][CH2:51]2)[CH2:52][CH2:53][CH2:54][CH2:55][CH2:56]1.[Cl:84][CH2:85][Cl:86]>>[CH2:1]([CH2:2][CH2:3][CH2:4][CH2:5][CH2:6][CH2:7][CH2:8][CH:9]=[CH:10][CH2:11][CH2:12][CH2:13][CH2:14][CH2:15][CH2:16][CH2:17][CH3:18])[O:19][CH:20]([CH:21]([CH2:22][O:23][C:24]([CH2:25][CH2:26][CH2:27][CH2:28][CH2:29][CH2:30][CH2:31][CH2:32][CH2:33][CH2:34][CH2:35][CH2:36][CH2:37][CH2:38][CH3:39])=[O:40])[OH:41])[C:81]([CH2:80][CH2:66][CH2:67][CH2:68][CH2:69][CH2:70][CH2:71][CH2:72][CH2:73][CH2:74][CH2:75][CH2:76][CH2:77][CH2:78][CH3:79])=[S:82].